From a dataset of the Open Reaction Database (ORD), a public repository of structured organic reaction records. describe an organic reaction: reactants, conditions, products, and yield The product is O=c1cnc2ccc(F)cc2n1CCN1CCC(NCc2cc3c(cn2)OCCO3)CC1. The reactants are CC(=O)O[BH-](OC(C)=O)OC(C)=O, CO, ClC(Cl)Cl, NC1CCN(CCn2c(=O)cnc3ccc(F)cc32)CC1, [Na+], O=Cc1cc2c(cn1)OCCO2. As a reaction SMILES: [C:34]([O:35][BH-:36]([O:37][C:38](=[O:39])[CH3:40])[O:41][C:42](=[O:43])[CH3:44])(=[O:45])[CH3:46].[CH3:52][OH:53].[CH:48]([Cl:49])([Cl:50])[Cl:51].[NH2:1][CH:2]1[CH2:3][CH2:4][N:5]([CH2:8][CH2:9][n:10]2[c:11](=[O:21])[cH:12][n:13][c:14]3[cH:15][cH:16][c:17]([F:20])[cH:18][c:19]23)[CH2:6][CH2:7]1.[Na+:47].[O:22]1[CH2:23][CH2:24][O:25][c:26]2[cH:27][n:28][c:29]([CH:32]=[O:33])[cH:30][c:31]21>>[NH:1]([CH:2]1[CH2:3][CH2:4][N:5]([CH2:8][CH2:9][n:10]2[c:11](=[O:21])[cH:12][n:13][c:14]3[cH:15][cH:16][c:17]([F:20])[cH:18][c:19]23)[CH2:6][CH2:7]1)[CH2:32][c:29]1[n:28][cH:27][c:26]2[c:31]([cH:30]1)[O:22][CH2:23][CH2:24][O:25]2. Starting materials: C(C)(=O)C=1C(=CC(=C(C(=O)NS(=O)(=O)N2CCC2)C1)F)OCC12CC3CC(CC(C1)C3)C2 (5-acetyl-4-(adamantan-1-ylmethoxy)-N-(azetidin-1-ylsulfonyl)-2-fluorobenzamide), C[Mg]Br (methylmagnesium bromide), Cl (hydrochloride), C[Mg]Br (methylmagnesium bromide). Solvent: O1CCCC1 (tetrahydrofuran), C(C)(=O)OCC (ethyl acetate). Conditions: time 1 hour. Yields the product C12(CC3CC(CC(C1)C3)C2)COC2=CC(=C(C(=O)NS(=O)(=O)N3CCC3)C=C2C(C)(C)O)F (4-(adamantan-1-ylmethoxy)-N-(azetidin-1-ylsulfonyl)-2-fluoro-5-(2-hydroxypropan-2-yl)benzamide). Isolated yield 48.9%. As a reaction SMILES: [C:1]([C:4]1[C:5]([O:21][CH2:22][C:23]23[CH2:32][CH:27]4[CH2:28][CH:29]([CH2:31][CH:25]([CH2:26]4)[CH2:24]2)[CH2:30]3)=[CH:6][C:7]([F:20])=[C:8]([CH:19]=1)[C:9]([NH:11][S:12]([N:15]1[CH2:18][CH2:17][CH2:16]1)(=[O:14])=[O:13])=[O:10])(=[O:3])[CH3:2].[CH3:33][Mg]Br.Cl>O1CCCC1.C(OCC)(=O)C>[C:23]12([CH2:22][O:21][C:5]3[C:4]([C:1]([OH:3])([CH3:33])[CH3:2])=[CH:19][C:8]([C:9]([NH:11][S:12]([N:15]4[CH2:18][CH2:17][CH2:16]4)(=[O:14])=[O:13])=[O:10])=[C:7]([F:20])[CH:6]=3)[CH2:24][CH:25]3[CH2:26][CH:27]([CH2:28][CH:29]([CH2:31]3)[CH2:30]1)[CH2:32]2. Procedure details: To a solution of 5-acetyl-4-(adamantan-1-ylmethoxy)-N-(azetidin-1-ylsulfonyl)-2-fluorobenzamide (0.200 g, 0.43 mmol) in anhydrous tetrahydrofuran (4 mL) was added methylmagnesium bromide (3.0 M solution in diethyl ether, 0.29 mL, 0.86 mmol) at −78° C. After 1 hour at −78° C., additional methylmagnesium bromide (3.0 M solution in diethyl ether, 0.29 mL, 0.86 mmol) was added; the reaction mixture was allowed to warm to ambient temperature, and stirred for 1 hour. After addition of 1 N hydrochlorid...